This data is from the Open Reaction Database (ORD), a public repository of structured organic reaction records. The task is: describe an organic reaction: reactants, conditions, products, and yield Yields the product CC(C)(C)[Si](C)(C)OCC1Cc2ccc3c(c2O1)CCC3. Reactants: CC(C)(C)[Si](C)(C)OCC(O)Cc1ccc2c(c1O)CCC2, C1CCOC1, c1ccc(P(c2ccccc2)c2ccccc2)cc1. Reaction SMILES: [C:1]([CH3:2])([CH3:3])([CH3:4])[Si:5]([O:6][CH2:7][CH:8]([CH2:9][c:10]1[c:11]([OH:19])[c:12]2[c:16]([cH:17][cH:18]1)[CH2:15][CH2:14][CH2:13]2)[OH:20])([CH3:21])[CH3:22].[O:42]1[CH2:43][CH2:44][CH2:45][CH2:46]1.[c:23]1([P:24]([c:25]2[cH:26][cH:27][cH:28][cH:29][cH:30]2)[c:31]2[cH:32][cH:33][cH:34][cH:35][cH:36]2)[cH:37][cH:38][cH:39][cH:40][cH:41]1>>[C:1]([CH3:2])([CH3:3])([CH3:4])[Si:5]([O:6][CH2:7][CH:8]1[CH2:9][c:10]2[c:11]([c:12]3[c:16]([cH:17][cH:18]2)[CH2:15][CH2:14][CH2:13]3)[O:20]1)([CH3:21])[CH3:22]. Starting materials: CC(=O)Nc1nc(C)c(S(=O)(=O)Cl)s1, COC(=O)C(Cc1ccc(-c2ccc(C#N)cc2)cc1)NC(=O)C1Cc2cc3c(cc2CN1)OC(c1ccc(OCc2ccc(Cl)c(Cl)c2)cc1)C(=O)N3. The product is COC(=O)C(Cc1ccc(-c2ccc(C#N)cc2)cc1)NC(=O)C1Cc2cc3c(cc2CN1S(=O)(=O)c1sc(NC(C)=O)nc1C)OC(c1ccc(OCc2ccc(Cl)c(Cl)c2)cc1)C(=O)N3. As a reaction SMILES: [C:55]([CH3:56])(=[O:57])[NH:58][c:59]1[s:60][c:61]([S:65](=[O:66])(=[O:67])[Cl:68])[c:62]([CH3:64])[n:63]1.[CH3:1][O:2][C:3]([CH:4]([CH2:5][c:6]1[cH:7][cH:8][c:9](-[c:12]2[cH:13][cH:14][c:15]([C:18]#[N:19])[cH:16][cH:17]2)[cH:10][cH:11]1)[NH:20][C:21](=[O:22])[CH:23]1[NH:24][CH2:25][c:26]2[cH:27][c:28]3[c:33]([cH:34][c:35]2[CH2:36]1)[NH:32][C:31](=[O:37])[CH:30]([c:38]1[cH:39][cH:40][c:41]([O:44][CH2:45][c:46]2[cH:47][c:48]([Cl:53])[c:49]([Cl:52])[cH:50][cH:51]2)[cH:42][cH:43]1)[O:29]3)=[O:54]>>[CH3:1][O:2][C:3]([CH:4]([CH2:5][c:6]1[cH:7][cH:8][c:9](-[c:12]2[cH:13][cH:14][c:15]([C:18]#[N:19])[cH:16][cH:17]2)[cH:10][cH:11]1)[NH:20][C:21](=[O:22])[CH:23]1[N:24]([S:65]([c:61]2[s:60][c:59]([NH:58][C:55]([CH3:56])=[O:57])[n:63][c:62]2[CH3:64])(=[O:66])=[O:67])[CH2:25][c:26]2[cH:27][c:28]3[c:33]([cH:34][c:35]2[CH2:36]1)[NH:32][C:31](=[O:37])[CH:30]([c:38]1[cH:39][cH:40][c:41]([O:44][CH2:45][c:46]2[cH:47][c:48]([Cl:53])[c:49]([Cl:52])[cH:50][cH:51]2)[cH:42][cH:43]1)[O:29]3)=[O:54]. Reactants: COC(=O)C(CCSC)NC(=O)c1ccc(CBr)cc1-c1ccccc1, [H-], [Na+], [Na+], CN(C)C=O, [OH-], Oc1cccnc1. The product is COC(=O)C(CCSC)NC(=O)c1ccc(COc2cccnc2)cc1-c1ccccc1. RXN SMILES: [CH3:10][O:11][C:12]([CH:13]([NH:14][C:15]([c:16]1[c:17](-[c:24]2[cH:25][cH:26][cH:27][cH:28][cH:29]2)[cH:18][c:19]([CH2:22][Br:23])[cH:20][cH:21]1)=[O:30])[CH2:31][CH2:32][S:33][CH3:34])=[O:35].[H-:1].[Na+:2].[Na+:37].[O:38]=[CH:39][N:40]([CH3:41])[CH3:42].[OH-:36].[OH:3][c:4]1[cH:5][n:6][cH:7][cH:8][cH:9]1>>[O:3]([c:4]1[cH:5][n:6][cH:7][cH:8][cH:9]1)[CH2:22][c:19]1[cH:18][c:17](-[c:24]2[cH:25][cH:26][cH:27][cH:28][cH:29]2)[c:16]([C:15]([NH:14][CH:13]([C:12]([O:11][CH3:10])=[O:35])[CH2:31][CH2:32][S:33][CH3:34])=[O:30])[cH:21][cH:20]1. The reactants are ClC1=CC2=C(OC3=C(CN2C(=O)Cl)C=CC=C3)C=C1 (8-chlorodibenz[b,f][1,4]-oxazepine-10(11H)-carbonyl chloride), Cl.S1C(=CC=C1)CN1CCNCC1 (1-(2-thienylmethyl)piperazine, monohydrochloride). Yields the product ClC1=CC2=C(OC3=C(CN2C(=O)N2CCN(CC2)CC=2SC=CC2)C=CC=C3)C=C1 (8-chloro-10,11-dihydro-10-[[4-(2-thienylmethyl)-1-piperazinyl]carbonyl]dibenz[b,f][1,4]oxazepine). Isolated yield 18.5%. RXN SMILES: [Cl:1][C:2]1[CH:19]=[CH:18][C:5]2[O:6][C:7]3[CH:17]=[CH:16][CH:15]=[CH:14][C:8]=3[CH2:9][N:10]([C:11](Cl)=[O:12])[C:4]=2[CH:3]=1.Cl.[S:21]1[CH:25]=[CH:24][CH:23]=[C:22]1[CH2:26][N:27]1[CH2:32][CH2:31][NH:30][CH2:29][CH2:28]1>>[Cl:1][C:2]1[CH:19]=[CH:18][C:5]2[O:6][C:7]3[CH:17]=[CH:16][CH:15]=[CH:14][C:8]=3[CH2:9][N:10]([C:11]([N:30]3[CH2:31][CH2:32][N:27]([CH2:26][C:22]4[S:21][CH:25]=[CH:24][CH:23]=4)[CH2:28][CH2:29]3)=[O:12])[C:4]=2[CH:3]=1 |f:1.2|. Procedure: The title compound of Example 2 (0.93 g, 3.20 mmol) was reacted with the product of Example 52 (0.57 g, 3.20 mmol) by the method of Example 4 with the modification described in Example 32. Following chromatographic separation, 0.26 g of the white solid title product was obtained. Reactants: C(C1=CC=CC=C1)OC[C@@H](OCC1=CC=C(C=C1)[N+](=O)[O-])[C@@H](O)[C@H](O)[C@H](OCC1=CC=C(C=C1)[N+](=O)[O-])COCC1=CC=CC=C1 (1,6-di-O-benzyl-2,5-di-O-(4-nitrobenzyl)-D-mannitol), [N+](=O)([O-])C1=CC=C(CBr)C=C1 (4-nitrobenzylbromide). Reagents/catalysts: [Ag]=O (silver oxide), [Ag]=O (silver oxide). Reaction conditions: time 8 hour. Product: C(C1=CC=CC=C1)OC[C@@H](OCC1=CC=C(C=C1)[N+](=O)[O-])[C@@H](O)[C@H](O)[C@H](O)COCC1=CC=CC=C1 (1,6-di-O-benzyl-2-O-(4-nitrobenzyl)-D-mannitol). Yield: 60.0%. Reaction SMILES: [N+](C1C=CC(CBr)=CC=1)([O-])=O.[CH2:12]([O:19][CH2:20][C@H:21]([C@H:33]([C@@H:35]([C@@H:37]([CH2:49][O:50][CH2:51][C:52]1[CH:57]=[CH:56][CH:55]=[CH:54][CH:53]=1)[O:38]CC1C=CC([N+]([O-])=O)=CC=1)[OH:36])[OH:34])[O:22][CH2:23][C:24]1[CH:29]=[CH:28][C:27]([N+:30]([O-:32])=[O:31])=[CH:26][CH:25]=1)[C:13]1[CH:18]=[CH:17][CH:16]=[CH:15][CH:14]=1>[Ag]=O>[CH2:12]([O:19][CH2:20][C@H:21]([C@H:33]([C@@H:35]([C@@H:37]([CH2:49][O:50][CH2:51][C:52]1[CH:53]=[CH:54][CH:55]=[CH:56][CH:57]=1)[OH:38])[OH:36])[OH:34])[O:22][CH2:23][C:24]1[CH:29]=[CH:28][C:27]([N+:30]([O-:32])=[O:31])=[CH:26][CH:25]=1)[C:13]1[CH:18]=[CH:17][CH:16]=[CH:15][CH:14]=1. Reported procedure: To a solution of 1,6-di-O-benzyl-3,4-O-isopropylidene-D-mannitol, obtained as in example 2, (402 mg, 1 mmol) in toluene (10 mL) was added freshly prepared silver oxide (464 mg, 2 mmol) and 4-nitrobenzylbromide (648 mg, 3 mmol). The suspension was stirred at room temperature overnight. More silver oxide (464 mg, 2 mmol) was added and the reaction was refluxed for 24 h. The insoluble material was filtered off and the filtrate was concentrated in vacuo. The residue was purified by chromatography on...